From a dataset of the Open Reaction Database (ORD), a public repository of structured organic reaction records. describe an organic reaction: reactants, conditions, products, and yield Reactants: COC(C1=C(C=C(C=C1)O)NC(C1=CC(=CC(=C1)C(F)(F)F)C(F)(F)F)=O)=O (2-(3,5-bis-trifluoromethyl-benzoylamino)-4-hydroxy-benzoic acid methyl ester), BrCCCBr (1,3-dibromopropane), C([O-])([O-])=O.[K+].[K+] (potassium carbonate). Run in CC(=O)C (acetone). The product is COC(C1=C(C=C(C=C1)OCCCBr)NC(C1=CC(=CC(=C1)C(F)(F)F)C(F)(F)F)=O)=O (2-(3,5-bis-trifluoromethyl-benzoylamino)-4-(3-bromo-propoxy)-benzoic acid methyl ester). Yield: 77.8%. RXN SMILES: [CH3:1][O:2][C:3](=[O:28])[C:4]1[CH:9]=[CH:8][C:7]([OH:10])=[CH:6][C:5]=1[NH:11][C:12](=[O:27])[C:13]1[CH:18]=[C:17]([C:19]([F:22])([F:21])[F:20])[CH:16]=[C:15]([C:23]([F:26])([F:25])[F:24])[CH:14]=1.[Br:29][CH2:30][CH2:31][CH2:32]Br.C(=O)([O-])[O-].[K+].[K+]>CC(C)=O>[CH3:1][O:2][C:3](=[O:28])[C:4]1[CH:9]=[CH:8][C:7]([O:10][CH2:32][CH2:31][CH2:30][Br:29])=[CH:6][C:5]=1[NH:11][C:12](=[O:27])[C:13]1[CH:14]=[C:15]([C:23]([F:24])([F:25])[F:26])[CH:16]=[C:17]([C:19]([F:21])([F:22])[F:20])[CH:18]=1 |f:2.3.4|. Reported procedure: To a solution of 2-(3,5-bis-trifluoromethyl-benzoylamino)-4-hydroxy-benzoic acid methyl ester (10.10 g, 2.70 mmol) and 1,3-dibromopropane (2.18 g, 10.8 mmol) in acetone (75 mL) was added potassium carbonate (1.87 g, 13.5 mmol). The reaction mixture was heated to reflux for 3 hours and allowed to cool back down to room temperature. The mixture was partitioned between ethyl acetate and brine, and the layers were separated. The aqueous layer was extracted with one additional portion of ethyl acetat... Reactants: F[B-](F)(F)F, CN(C)C=O, CCOC(C)=O, CCN(C(C)C)C(C)C, O=C(O)c1ccc(S(=O)(=O)N2CCCC2)c(Cl)c1, CC(N)c1nc2ccc(Cl)cc2[nH]1, Cl, CN(C)C(On1nnc2ccccc21)=[N+](C)C. Product: CC(NC(=O)c1ccc(S(=O)(=O)N2CCCC2)c(Cl)c1)c1nc2ccc(Cl)cc2[nH]1. Reaction SMILES: [B-:19]([F:20])([F:21])([F:22])[F:23].[CH3:64][N:65]([CH3:66])[CH:67]=[O:68].[CH3:69][CH2:70][O:71][C:72](=[O:73])[CH3:74].[CH:41]([N:42]([CH:43]([CH3:44])[CH3:45])[CH2:46][CH3:47])([CH3:48])[CH3:49].[Cl:1][c:2]1[cH:3][c:4]([C:5](=[O:6])[OH:7])[cH:8][cH:9][c:10]1[S:11](=[O:12])(=[O:13])[N:14]1[CH2:15][CH2:16][CH2:17][CH2:18]1.[Cl:50][c:51]1[cH:52][cH:53][c:54]2[c:55]([nH:56][c:57]([CH:59]([CH3:60])[NH2:61])[n:58]2)[cH:62]1.[Cl:63].[n:24]1([O:25][C:26]([N:27]([CH3:28])[CH3:29])=[N+:30]([CH3:31])[CH3:32])[c:33]2[cH:34][cH:35][cH:36][cH:37][c:38]2[n:39][n:40]1>>[Cl:1][c:2]1[cH:3][c:4]([C:5](=[O:7])[NH:61][CH:59]([c:57]2[nH:56][c:55]3[c:54]([cH:53][cH:52][c:51]([Cl:50])[cH:62]3)[n:58]2)[CH3:60])[cH:8][cH:9][c:10]1[S:11](=[O:12])(=[O:13])[N:14]1[CH2:15][CH2:16][CH2:17][CH2:18]1. Starting materials: CC(NC(=O)OC(C)(C)C)c1cc(-c2nc3ccc(C(F)(F)F)cc3[nH]2)no1, O=C(O)C(F)(F)F. Product: CC(N)c1cc(-c2nc3ccc(C(F)(F)F)cc3[nH]2)no1. Reaction SMILES: [F:1][C:2]([c:3]1[cH:4][cH:5][c:6]2[c:7]([nH:8][c:9](-[c:11]3[n:12][o:13][c:14]([CH:16]([CH3:17])[NH:18][C:19](=[O:20])[O:21][C:22]([CH3:23])([CH3:24])[CH3:25])[cH:15]3)[n:10]2)[cH:26]1)([F:27])[F:28].[F:29][C:30]([F:31])([F:32])[C:33]([OH:34])=[O:35]>>[F:1][C:2]([c:3]1[cH:4][cH:5][c:6]2[c:7]([nH:8][c:9](-[c:11]3[n:12][o:13][c:14]([CH:16]([CH3:17])[NH2:18])[cH:15]3)[n:10]2)[cH:26]1)([F:27])[F:28]. Starting materials: FC1(CC(C1)N1CCC2=C1N=C(N=C2C=2C=NC(=NC2)N)S(=O)C)F (5-[7-(3,3-difluorocyclobutyl)-2-(methylsulfinyl)-6,7-dihydro-5H-pyrrolo[2,3-d]pyrimidin-4-yl]pyrimidin-2-amine), N1[C@@H](COCC1)CO ((3R)-morpholin-3-ylmethanol), [F-].[Cs+] (CsF). Run in C(C)#N (acetonitrile). Reaction conditions: temperature 120 celsius. The product is NC1=NC=C(C=N1)C=1C2=C(N=C(N1)N1[C@@H](COCC1)CO)N(CC2)C2CC(C2)(F)F ({(3R)-4-[4-(2-aminopyrimidin-5-yl)-7-(3,3-difluorocyclobutyl)-6,7-dihydro-5H-pyrrolo[2,3-d]pyrimidin-2-yl]morpholin-3-yl}methanol). As a reaction SMILES: [F:1][C:2]1([F:25])[CH2:5][CH:4]([N:6]2[C:10]3[N:11]=[C:12](S(C)=O)[N:13]=[C:14]([C:15]4[CH:16]=[N:17][C:18]([NH2:21])=[N:19][CH:20]=4)[C:9]=3[CH2:8][CH2:7]2)[CH2:3]1.[NH:26]1[CH2:31][CH2:30][O:29][CH2:28][C@H:27]1[CH2:32][OH:33].[F-].[Cs+]>C(#N)C>[NH2:21][C:18]1[N:17]=[CH:16][C:15]([C:14]2[C:9]3[CH2:8][CH2:7][N:6]([CH:4]4[CH2:5][C:2]([F:25])([F:1])[CH2:3]4)[C:10]=3[N:11]=[C:12]([N:26]3[CH2:31][CH2:30][O:29][CH2:28][C@H:27]3[CH2:32][OH:33])[N:13]=2)=[CH:20][N:19]=1 |f:2.3|. Procedure: To a solution of 5-[7-(3,3-difluorocyclobutyl)-2-(methylsulfinyl)-6,7-dihydro-5H-pyrrolo[2,3-d]pyrimidin-4-yl]pyrimidin-2-amine (35 mg, 0.096 mmol) in acetonitrile (0.3 mL) was added (3R)-morpholin-3-ylmethanol (68 mg, 0.576 mmol) and CsF (56 mg, 0.288 mmol), and the reaction mixture was sealed and heated at 120° C. for 96 h. Reactants: CO, COC(=O)C1CCc2nc(C(F)(F)F)ccc2C1, [Na+], [OH-]. The product is O=C(O)C1CCc2nc(C(F)(F)F)ccc2C1. As a reaction SMILES: [CH3:21][OH:22].[F:1][C:2]([c:3]1[n:4][c:5]2[c:10]([cH:11][cH:12]1)[CH2:9][CH:8]([C:13](=[O:14])[O:15][CH3:16])[CH2:7][CH2:6]2)([F:17])[F:18].[Na+:20].[OH-:19]>>[F:1][C:2]([c:3]1[n:4][c:5]2[c:10]([cH:11][cH:12]1)[CH2:9][CH:8]([C:13](=[O:14])[OH:15])[CH2:7][CH2:6]2)([F:17])[F:18]. Starting materials: N1=C(C=CC2=CC=CC=C12)C(=O)O (2-quinolinecarboxylic acid), NCC(=O)N(C1=CC=CC=C1)CC(=O)OC(C)(C)C (tert-butyl 2-(2-amino-N-phenylacetamido)acetate), O (water), N,N'-carbonyldiimidazole. Run in ClCCl (dichloromethane), ClCCl (dichloromethane), ClCCl (dichloromethane). Run at time 3 hour. Yields the product C1(=CC=CC=C1)N(C(CNC(=O)C1=NC2=CC=CC=C2C=C1)=O)CC(=O)OC(C)(C)C (tert-butyl 2-(N-phenyl-2-quinolinecarboxamidoacetamido)acetate). Yield: 38.0%. As a reaction SMILES: [N:1]1[C:10]2[C:5](=[CH:6][CH:7]=[CH:8][CH:9]=2)[CH:4]=[CH:3][C:2]=1[C:11]([OH:13])=O.[NH2:14][CH2:15][C:16]([N:18]([CH2:25][C:26]([O:28][C:29]([CH3:32])([CH3:31])[CH3:30])=[O:27])[C:19]1[CH:24]=[CH:23][CH:22]=[CH:21][CH:20]=1)=[O:17].O>ClCCl>[C:19]1([N:18]([CH2:25][C:26]([O:28][C:29]([CH3:32])([CH3:31])[CH3:30])=[O:27])[C:16](=[O:17])[CH2:15][NH:14][C:11]([C:2]2[CH:3]=[CH:4][C:5]3[C:10](=[CH:9][CH:8]=[CH:7][CH:6]=3)[N:1]=2)=[O:13])[CH:20]=[CH:21][CH:22]=[CH:23][CH:24]=1. Reported procedure: A solution of 0.85 g of N,N'-carbonyldiimidazole in 10 cm3 of anhydrous dichloromethane is added dropwise, at a temperature close to 20° C., to a solution of 0.87 g of 2-quinolinecarboxylic acid in 15 cm3 of anhydrous dichloromethane. The suspension obtained is stirred for 3 hours at a temperature close to 20° C. and a solution of 2.6 g of tert-butyl 2-(2-amino-N-phenylacetamido)acetate in 25 cm3 of anhydrous dichloromethane is then added. The reaction mixture is stirred for 16 hours at a temper...